Dataset: the Open Reaction Database (ORD), a public repository of structured organic reaction records. Task: describe an organic reaction: reactants, conditions, products, and yield Starting materials: NCCSCC1=NSC=C1 (3-[(2-aminoethyl)thiomethyl]isothiazole), CNC(SC)=N[N+](=O)[O-] (N,S-dimethyl-N'-nitroisothiourea), CSC(N[N+](=O)[O-])=N (S-methyl-N-nitroisothiourea), S1N(CC=C1)CSCCNC(=N)N[N+](=O)[O-] (N-[2-(2-isothiazolylmethylthio)ethyl]-N'-nitroguanidine). Product: S1N=C(C=C1)CSCCNC(=N[N+](=O)[O-])NC (N-[2-(3-isothiazolylmethylthio)ethyl]-N'-methyl-N"-nitroguanidine). Reaction SMILES: [NH2:1][CH2:2][CH2:3][S:4][CH2:5][C:6]1[CH:10]=[CH:9][S:8][N:7]=1.CSC(=N)N[N+]([O-])=O.S1C=CCN1CSC[CH2:27][NH:28][C:29]([NH:31][N+:32]([O-:34])=[O:33])=N.CNC(=N[N+]([O-])=O)SC>>[S:8]1[CH:9]=[CH:10][C:6]([CH2:5][S:4][CH2:3][CH2:2][NH:1][C:29]([NH:28][CH3:27])=[N:31][N+:32]([O-:34])=[O:33])=[N:7]1. Procedure details: Reacting 3-[(2-aminoethyl)thiomethyl]isothiazole with S-methyl-N-nitroisothiourea by the procedure of Example 2(ii) gives N-[2-(2-isothiazolylmethylthio)ethyl]-N'-nitroguanidine and reaction of the same starting material with N,S-dimethyl-N'-nitroisothiourea by the procedure of Example 2(iii) gives N-[2-(3-isothiazolylmethylthio)ethyl]-N'-methyl-N"-nitroguanidine. Starting materials: O=C([O-])O, COc1cc2c(cc1OC)NCC2, CS(C)=O, O=[N+]([O-])c1ccc(F)cc1, [Na+]. Product: COc1cc2c(cc1OC)N(c1ccc([N+](=O)[O-])cc1)CC2. As a reaction SMILES: [C:24](=[O:25])([O-:26])[OH:27].[CH3:11][O:12][c:13]1[cH:14][c:15]2[c:19]([cH:20][c:21]1[O:22][CH3:23])[NH:18][CH2:17][CH2:16]2.[CH3:29][S:30]([CH3:31])=[O:32].[N+:1](=[O:2])([O-:3])[c:4]1[cH:5][cH:6][c:7]([F:10])[cH:8][cH:9]1.[Na+:28]>>[N+:1](=[O:2])([O-:3])[c:4]1[cH:5][cH:6][c:7]([N:18]2[CH2:17][CH2:16][c:15]3[cH:14][c:13]([O:12][CH3:11])[c:21]([O:22][CH3:23])[cH:20][c:19]32)[cH:8][cH:9]1. Starting materials: ClC=1C=C(C=C(C1O)[N+](=O)[O-])C(C)=O (3'-chloro-4'-hydroxy-5'-nitroacetophenone), CN=C=O (methylisocyanate). Product: ClC=1C=C(C=C(C1OC(NC)=O)[N+](=O)[O-])C(C)=O (3'-Chloro-4'-(N-methylcarbamoyloxy)-5'-nitroacetophenone). As a reaction SMILES: [Cl:1][C:2]1[CH:3]=[C:4]([C:12](=[O:14])[CH3:13])[CH:5]=[C:6]([N+:9]([O-:11])=[O:10])[C:7]=1[OH:8].[CH3:15][N:16]=[C:17]=[O:18]>>[Cl:1][C:2]1[CH:3]=[C:4]([C:12](=[O:14])[CH3:13])[CH:5]=[C:6]([N+:9]([O-:11])=[O:10])[C:7]=1[O:8][C:17](=[O:18])[NH:16][CH3:15]. Reported procedure: A mixture of 21.5 grams (0.1 mole) 3'-chloro-4'-hydroxy-5'-nitroacetophenone and 85.0 milliliters (a large excess) of methylisocyanate was refluxed for 5 hours. On cooling, a white crystalline product was formed. The product was filtered (weight 18.0 grams, melting point 115°-118° C.) and was identified by characteristic peaks in the infrared spectrum as 3'-chloro-4'-(N-methylcarbamoyloxy)-5'-nitroacetophenone. Starting materials: ON1N=NC2=C1C=CC=C2 (1-hydroxybenzotriazole), Cl.CN(CCCN=C=NCC)C (1-(3-dimethylaminopropyl)-3-ethylcarbodiimide hydrochloride), ClC1=CC=C(C=C1)C(N1CC(C1)CS(=O)(=O)NC=1C=C(C(=O)O)C=CC1)C1=CC=C(C=C1)Cl (3-({1-[bis(4-chlorophenyl)methyl]azetidin-3-yl}methanesulphonylamino)benzoic acid), Cl.NCC(=O)N1CCOCC1 (2-amino-1-morpholin-4-ylethanone hydrochloride). The solvent is O1CCCC1 (tetrahydrofuran), C(C)N(CC)CC (triethylamine), ClCCl (dichloromethane). Reaction conditions: temperature 20 celsius, time 8 hour. The product is ClC1=CC=C(C=C1)C(N1CC(C1)CS(=O)(=O)NC=1C=C(C(=O)NCC(=O)N2CCOCC2)C=CC1)C1=CC=C(C=C1)Cl (3-({1-[bis(4-chlorophenyl)methyl]azetidin-3-yl}methanesulphonylamino)-N-(2-morpholin-4-yl-2-oxoethyl)benzamide). As a reaction SMILES: ON1C2C=CC=CC=2N=N1.Cl.CN(C)CCCN=C=NCC.[Cl:23][C:24]1[CH:29]=[CH:28][C:27]([CH:30]([C:49]2[CH:54]=[CH:53][C:52]([Cl:55])=[CH:51][CH:50]=2)[N:31]2[CH2:34][CH:33]([CH2:35][S:36]([NH:39][C:40]3[CH:41]=[C:42]([CH:46]=[CH:47][CH:48]=3)[C:43]([OH:45])=O)(=[O:38])=[O:37])[CH2:32]2)=[CH:26][CH:25]=1.Cl.[NH2:57][CH2:58][C:59]([N:61]1[CH2:66][CH2:65][O:64][CH2:63][CH2:62]1)=[O:60]>O1CCCC1.ClCCl.C(N(CC)CC)C>[Cl:23][C:24]1[CH:25]=[CH:26][C:27]([CH:30]([C:49]2[CH:54]=[CH:53][C:52]([Cl:55])=[CH:51][CH:50]=2)[N:31]2[CH2:34][CH:33]([CH2:35][S:36]([NH:39][C:40]3[CH:41]=[C:42]([CH:46]=[CH:47][CH:48]=3)[C:43]([NH:57][CH2:58][C:59]([N:61]3[CH2:66][CH2:65][O:64][CH2:63][CH2:62]3)=[O:60])=[O:45])(=[O:37])=[O:38])[CH2:32]2)=[CH:28][CH:29]=1 |f:1.2,4.5|. Reported procedure: 67 mg of 1-hydroxybenzotriazole, 0.14 cm3 of triethylamine and 270 mg of 1-(3-dimethylaminopropyl)-3-ethylcarbodiimide hydrochloride are added successively to a solution of 500 mg of 3-({1-[bis(4-chlorophenyl)methyl]azetidin-3-yl}methanesulphonylamino)benzoic acid and 215 mg of 2-amino-1-morpholin-4-ylethanone hydrochloride in 15 cm3 of tetrahydrofuran. The reaction mixture is left stirring overnight at a temperature in the region of 20° C. After concentration of the reaction medium to dryness u... Starting materials: Intermediate 61, FC(C(=O)O)(F)F.CN[C@@H](C(C)C)C(=O)N[C@@H](C(C)C)C(=O)N(C)[C@H]([C@@H](CC(=O)N1[C@@H](CCC1)[C@@H]([C@H](C(=O)N[C@H](C(=O)N1OCCCC1)CC1=CC=CC=C1)C)OC)OC)[C@H](CC)C (N-methyl-L-valyl-N-[(3R,4S,5S)-3-methoxy-1-{(2S)-2-[(1R,2R)-1-methoxy-2-methyl-3-{[(2S)-1-(1,2-oxazinan-2-yl)-1-oxo-3-phenylpropan-2-yl]amino}-3-oxopropyl]pyrrolidin-1-yl}-5-methyl-1-oxoheptan-4-yl]-N-methyl-L-valinamide trifluoroacetate), FC(C(=O)O)(F)F.CN[C@@H](C(C)C)C(=O)N[C@@H](C(C)C)C(=O)N(C)[C@H]([C@@H](CC(=O)N1[C@@H](CCC1)[C@@H]([C@H](C(=O)N[C@H](C(=O)N1OCCCC1)CC1=CC=CC=C1)C)OC)OC)[C@H](CC)C (N-methyl-L-valyl-N-[(3R,4S,5S)-3-methoxy-1-{(2S)-2-[(1R,2R)-1-methoxy-2-methyl-3-{[(2S)-1-(1,2-oxazinan-2-yl)-1-oxo-3-phenylpropan-2-yl]amino}-3-oxopropyl]pyrrolidin-1-yl}-5-methyl-1-oxoheptan-4-yl]-N-methyl-L-valinamide trifluoroacetate), O=CCCC(=O)O (4-oxobutanoic acid). The product is C(=O)(O)CCCN([C@@H](C(C)C)C(=O)N[C@@H](C(C)C)C(=O)N(C)[C@H]([C@@H](CC(=O)N1[C@@H](CCC1)[C@@H]([C@H](C(=O)N[C@H](C(=O)N1OCCCC1)CC1=CC=CC=C1)C)OC)OC)[C@H](CC)C)C (N-(3-carboxypropyl)-N-methyl-L-valyl-N-[(3R,4S,5S)-3-methoxy-1-{(2S)-2-[(1R,2R)-1-methoxy-2-methyl-3-{[(2S)-1-(1,2-oxazinan-2-yl)-1-oxo-3-phenylpropan-2-yl]amino}-3-oxopropyl]pyrrolidin-1-yl}-5-methyl-1-oxoheptan-4-yl]-N-methyl-L-valinamide). Reaction SMILES: FC(F)(F)C(O)=O.[CH3:8][NH:9][C@H:10]([C:14]([NH:16][C@H:17]([C:21]([N:23]([C@@H:25]([C@@H:61]([CH3:64])[CH2:62][CH3:63])[C@H:26]([O:59][CH3:60])[CH2:27][C:28]([N:30]1[CH2:34][CH2:33][CH2:32][C@H:31]1[C@H:35]([O:57][CH3:58])[C@@H:36]([CH3:56])[C:37]([NH:39][C@@H:40]([CH2:49][C:50]1[CH:55]=[CH:54][CH:53]=[CH:52][CH:51]=1)[C:41]([N:43]1[CH2:48][CH2:47][CH2:46][CH2:45][O:44]1)=[O:42])=[O:38])=[O:29])[CH3:24])=[O:22])[CH:18]([CH3:20])[CH3:19])=[O:15])[CH:11]([CH3:13])[CH3:12].O=[CH:66][CH2:67][CH2:68][C:69]([OH:71])=[O:70]>>[C:69]([CH2:68][CH2:67][CH2:66][N:9]([CH3:8])[C@H:10]([C:14]([NH:16][C@H:17]([C:21]([N:23]([C@@H:25]([C@@H:61]([CH3:64])[CH2:62][CH3:63])[C@H:26]([O:59][CH3:60])[CH2:27][C:28]([N:30]1[CH2:34][CH2:33][CH2:32][C@H:31]1[C@H:35]([O:57][CH3:58])[C@@H:36]([CH3:56])[C:37]([NH:39][C@@H:40]([CH2:49][C:50]1[CH:51]=[CH:52][CH:53]=[CH:54][CH:55]=1)[C:41]([N:43]1[CH2:48][CH2:47][CH2:46][CH2:45][O:44]1)=[O:42])=[O:38])=[O:29])[CH3:24])=[O:22])[CH:18]([CH3:19])[CH3:20])=[O:15])[CH:11]([CH3:12])[CH3:13])([OH:71])=[O:70] |f:0.1|. Procedure details: The title compound was prepared in analogy to the synthesis of Intermediate 61, by reaction of 50 mg of N-methyl-L-valyl-N-[(3R,4S,5S)-3-methoxy-1-{(2S)-2-[(1R,2R)-1-methoxy-2-methyl-3-{[(2S)-1-(1,2-oxazinan-2-yl)-1-oxo-3-phenylpropan-2-yl]amino}-3-oxopropyl]pyrrolidin-1-yl}-5-methyl-1-oxoheptan-4-yl]-N-methyl-L-valinamide trifluoroacetate (Intermediate 14) with 4-oxobutanoic acid.